Task: describe an organic reaction: reactants, conditions, products, and yield. Dataset: the Open Reaction Database (ORD), a public repository of structured organic reaction records Reactants: Cl (hydrochloric acid), FC1=CC(=C(N)C=C1[N+](=O)[O-])OC (4-fluoro-2-methoxy-5-nitroaniline), N1=CC=CC=C1 (pyridine), CS(=O)(=O)Cl (methanesulfonyl chloride). Solvent: O1CCCC1 (tetrahydrofuran). Conditions: time 3 hour. Yields the product FC=1C(=CC(=C(C1)OC)NS(=O)(=O)C)[N+](=O)[O-] (5-fluoro-2-methanesulfonylamino-4-nitroanisole). As a reaction SMILES: [F:1][C:2]1[C:8]([N+:9]([O-:11])=[O:10])=[CH:7][C:5]([NH2:6])=[C:4]([O:12][CH3:13])[CH:3]=1.N1C=CC=CC=1.[CH3:20][S:21](Cl)(=[O:23])=[O:22].Cl>O1CCCC1>[F:1][C:2]1[C:8]([N+:9]([O-:11])=[O:10])=[CH:7][C:5]([NH:6][S:21]([CH3:20])(=[O:23])=[O:22])=[C:4]([O:12][CH3:13])[CH:3]=1. Procedure details: To a solution of 4-fluoro-2-methoxy-5-nitroaniline (0.16 g) and pyridine (0.21 mL) in tetrahydrofuran (3 mL) was added methanesulfonyl chloride (0.074 mL) under ice-cooling, and the mixture was stirred at room temperature for 3 hours, and then stirred at 50° C. overnight. The reaction mixture was poured into 1 mol/L hydrochloric acid, and the resulting mixture was extracted with ethyl acetate. The extract was washed with water and brine, and dried over anhydrous magnesium sulfate. The solvent wa... Starting materials: Cl.ClCC1=NC2=C(C=CC=C2C(=C1)NCC1=C(C=CC=C1)C)OC (2-chloromethyl-8-methoxy-4(2-methylbenz-ylamino)quinoline hydrochloride), C[O-].[Na+] (sodium methylate). Solvent: CO (methanol). Yields the product COCC1=NC2=CC=CC=C2C(=C1)NCC1=C(C=CC=C1)C (2-methoxymethyl-4-(2-methylbenzylamino)quinoline). RXN SMILES: Cl.Cl[CH2:3][C:4]1[CH:13]=[C:12]([NH:14][CH2:15][C:16]2[CH:21]=[CH:20][CH:19]=[CH:18][C:17]=2[CH3:22])[C:11]2[C:6](=[C:7](OC)[CH:8]=[CH:9][CH:10]=2)[N:5]=1.[CH3:25][O-:26].[Na+]>CO>[CH3:25][O:26][CH2:3][C:4]1[CH:13]=[C:12]([NH:14][CH2:15][C:16]2[CH:21]=[CH:20][CH:19]=[CH:18][C:17]=2[CH3:22])[C:11]2[C:6](=[CH:7][CH:8]=[CH:9][CH:10]=2)[N:5]=1 |f:0.1,2.3|. Procedure details: 800 mg (=2.2 mmol) of 2-chloromethyl-8-methoxy-4(2-methylbenz-ylamino)quinoline hydrochloride were refluxed with 1.2 g (=22 mmol) of sodium methylate in 30 ml of absolute methanol for 5 hours The mixture was concentrated in a rotary evaporator, ethyl acetate was added, and the mixture was extracted several times with K2CO3 solution. The residue after drying over Na2SO4 and removal of the solvent was recrystallized from ethanol 200 mg (=28%) of 8-methoxy..2-methoxymethyl-4-(2-methylbenzylamino)qu...